Dataset: the Open Reaction Database (ORD), a public repository of structured organic reaction records. Task: describe an organic reaction: reactants, conditions, products, and yield Run at temperature 50 celsius. Run in C(C)#N (acetonitrile). Yields the product C(\C=C/C(=O)O)(=O)O.N1C[C@H](CC1)/C=C/C=1C=NC=NC1 ((R)-5-((E)-2-Pyrrolidin-3-ylvinyl)pyrimidine mono-maleate). RXN SMILES: [NH:1]1[CH2:5][CH2:4][C@H:3](/[CH:6]=[CH:7]/[C:8]2[CH:9]=[N:10][CH:11]=[N:12][CH:13]=2)[CH2:2]1.[C:14]([OH:21])(=[O:20])/[CH:15]=[CH:16]\[C:17]([OH:19])=[O:18]>C(#N)C>[C:14]([OH:21])(=[O:20])/[CH:15]=[CH:16]\[C:17]([OH:19])=[O:18].[NH:1]1[CH2:5][CH2:4][C@H:3](/[CH:6]=[CH:7]/[C:8]2[CH:13]=[N:12][CH:11]=[N:10][CH:9]=2)[CH2:2]1 |f:3.4|. Procedure: (R)-5-((E)-2-pyrrolidin-3-ylvinyl)pyrimidine free base (189 mg, 1.077 mmol, freshly prepared) was dissolved in acetonitrile (5 ml). The solution was then treated with 1.1 eq. of an maleic acid solution (1M in tetrahydrofuran) at ambient temperature. The mixture was warmed up to 50° C. and cooled down slowly to ambient temperature overnight. The solid obtained was filtered and dried under suction before being analysed by XRPD, and 1H-NMR. The XRPD diffractogram of (R)-5-((E)-2-pyrrolidin-3-ylviny... Reactants: N1C[C@H](CC1)/C=C/C=1C=NC=NC1 ((R)-5-((E)-2-pyrrolidin-3-ylvinyl)pyrimidine), C(\C=C/C(=O)O)(=O)O (maleic acid). The reactants are C(C1=CC=CC=C1)(=O)NC1=CC(=C(CN2C(=NC=3C2=NC(=CC3)C(=O)OC)C)C=C1)Cl (methyl 3-(4-(N-benzoylamino)-2-chlorobenzyl)-2-methyl-3H-imidazo[4,5-b]pyridine-5-carboxylate), [H-].[Na+] (sodium hydride), Ice water, CI (methyl iodide). Run in CN(C=O)C (N,N-dimethylformamide). Reaction conditions: time 15 minute. Product: C(C1=CC=CC=C1)(=O)N(C)C1=CC(=C(CN2C(=NC=3C2=NC(=CC3)C(=O)OC)C)C=C1)Cl (Methyl 3-(4-(N-benzoyl-N-methylamino)-2-chlorobenzyl)-2-methyl-3H-imidazo [4,5-b]pyridine-5-carboxylate). Isolated yield 98.5%. Reaction SMILES: [C:1]([NH:9][C:10]1[CH:30]=[CH:29][C:13]([CH2:14][N:15]2[C:19]3=[N:20][C:21]([C:24]([O:26][CH3:27])=[O:25])=[CH:22][CH:23]=[C:18]3[N:17]=[C:16]2[CH3:28])=[C:12]([Cl:31])[CH:11]=1)(=[O:8])[C:2]1[CH:7]=[CH:6][CH:5]=[CH:4][CH:3]=1.[H-].[Na+].[CH3:34]I>CN(C)C=O>[C:1]([N:9]([C:10]1[CH:30]=[CH:29][C:13]([CH2:14][N:15]2[C:19]3=[N:20][C:21]([C:24]([O:26][CH3:27])=[O:25])=[CH:22][CH:23]=[C:18]3[N:17]=[C:16]2[CH3:28])=[C:12]([Cl:31])[CH:11]=1)[CH3:34])(=[O:8])[C:2]1[CH:7]=[CH:6][CH:5]=[CH:4][CH:3]=1 |f:1.2|. Procedure details: To a solution of methyl 3-(4-(N-benzoylamino)-2-chlorobenzyl)-2-methyl-3H-imidazo[4,5-b]pyridine-5-carboxylate (300 mg) in N,N-dimethylformamide (3 ml) was added 60% sodium hydride (in mineral oil, 30.4 mg) at room temperature. After 15 min, methyl iodide (108 mg) was added and the mixture was stirred at room temperature for 2 hr. Ice water was poured thereinto and the mixture was extracted with ethyl acetate. The organic layer was successively washed with a saturated aqueous solution of sodium ... Reactants: COc1cc2nccc(Oc3ccc4ccc(N)cc4c3)c2cc1OC, CCN=C=NCCCN(C)C, CCN(C(C)C)C(C)C, O=C(O)c1ccc(Cl)c(C(F)(F)F)c1, CN(C)C=O, O, On1nnc2ccccc21. The product is COc1cc2nccc(Oc3ccc4ccc(NC(=O)c5ccc(Cl)c(C(F)(F)F)c5)cc4c3)c2cc1OC. RXN SMILES: [CH3:1][O:2][c:3]1[cH:4][c:5]2[c:6]([O:15][c:16]3[cH:17][cH:18][c:19]4[cH:20][cH:21][c:22]([NH2:26])[cH:23][c:24]4[cH:25]3)[cH:7][cH:8][n:9][c:10]2[cH:11][c:12]1[O:13][CH3:14].[CH3:27][CH2:28][N:29]=[C:30]=[N:31][CH2:32][CH2:33][CH2:34][N:35]([CH3:36])[CH3:37].[CH:62]([N:63]([CH2:64][CH3:65])[CH:66]([CH3:67])[CH3:68])([CH3:69])[CH3:70].[Cl:48][c:49]1[c:50]([C:58]([F:59])([F:60])[F:61])[cH:51][c:52]([C:53](=[O:54])[OH:55])[cH:56][cH:57]1.[O:71]=[CH:72][N:73]([CH3:74])[CH3:75].[OH2:76].[OH:38][n:39]1[c:40]2[c:41]([cH:42][cH:43][cH:44][cH:45]2)[n:46][n:47]1>>[CH3:1][O:2][c:3]1[cH:4][c:5]2[c:6]([O:15][c:16]3[cH:17][cH:18][c:19]4[cH:20][cH:21][c:22]([NH:26][C:53]([c:52]5[cH:51][c:50]([C:58]([F:59])([F:60])[F:61])[c:49]([Cl:48])[cH:57][cH:56]5)=[O:54])[cH:23][c:24]4[cH:25]3)[cH:7][cH:8][n:9][c:10]2[cH:11][c:12]1[O:13][CH3:14]. The reactants are C1(=CC=CC2=CC=CC=C12)OCC(=O)OCC (ethyl 2-(naphthalen-1-yloxy)acetate), NCC(CN1CC2=CC=CC=C2CC1)O (1-amino-3-(3,4-dihydroisoquinolin-2(1H)-yl)propan-2-ol). The solvent is CCO (EtOH). Conditions: temperature 120 celsius, time 30 minute. The product is C1N(CCC2=CC=CC=C12)CC(CNC(COC1=CC=CC2=CC=CC=C12)=O)O (N-(3-(3,4-dihydroisoquinolin-2(1H)-yl)-2-hydroxypropyl)-2-(naphthalen-1-yloxy)acetamide). Isolated yield 25.6%. RXN SMILES: [C:1]1([O:11][CH2:12][C:13]([O:15]CC)=O)[C:10]2[C:5](=[CH:6][CH:7]=[CH:8][CH:9]=2)[CH:4]=[CH:3][CH:2]=1.[NH2:18][CH2:19][CH:20]([OH:32])[CH2:21][N:22]1[CH2:31][CH2:30][C:29]2[C:24](=[CH:25][CH:26]=[CH:27][CH:28]=2)[CH2:23]1>CCO>[CH2:23]1[C:24]2[C:29](=[CH:28][CH:27]=[CH:26][CH:25]=2)[CH2:30][CH2:31][N:22]1[CH2:21][CH:20]([OH:32])[CH2:19][NH:18][C:13](=[O:15])[CH2:12][O:11][C:1]1[C:10]2[C:5](=[CH:6][CH:7]=[CH:8][CH:9]=2)[CH:4]=[CH:3][CH:2]=1. Reported procedure: To a stirred mixture of ethyl 2-(naphthalen-1-yloxy)acetate (150 mg, 0.641 mmol) in EtOH (2 mL) was added 1-amino-3-(3,4-dihydroisoquinolin-2(1H)-yl)propan-2-ol (132 mg, 0.641 mmol). The mixture was stirred at 120° C. for 30 minutes under microwave mediated heating. After evaporation of the solvent, the reaction mixture was purified by prep-HPLC to afford the desired product (64 mg, Yield 25%). 1H NMR (400 MHz, METHANOL-d4) δ=8.41-8.31 (m, 1H), 7.90-7.80 (m, 1H), 7.58-7.46 (m, 3H), 7.44-7.35 (m,... The reactants are ClC=1C(=C(C=O)C=CC1)F (3-chloro-2-fluorobenzaldehyde), C[O-].[Na+] (sodium methoxide), ClC1=CC(=C(CC#N)C=C1)C (4-chloro-2-methylbenzyl cyanide). Solvent: CO (methanol). The product is ClC=1C(=C(C=CC1)\C=C(/C#N)\C1=CC(=C(C=C1)Cl)C)F ((Z)-3-(3-chloro-2-fluoro-phenyl)-2-(4-chloro-3-methyl-phenyl)-acrylonitrile). Isolated yield 90.7%. As a reaction SMILES: [Cl:1][C:2]1[CH:10]=[CH:9][C:5]([CH2:6][C:7]#[N:8])=[C:4](C)[CH:3]=1.[Cl:12][C:13]1[C:14]([F:21])=[C:15]([CH:18]=[CH:19][CH:20]=1)[CH:16]=O.[CH3:22][O-].[Na+]>CO>[Cl:12][C:13]1[C:14]([F:21])=[C:15](/[CH:16]=[C:6](/[C:5]2[CH:4]=[CH:3][C:2]([Cl:1])=[C:10]([CH3:22])[CH:9]=2)\[C:7]#[N:8])[CH:18]=[CH:19][CH:20]=1 |f:2.3|. Procedure details: Step C In a manner similar to the method described in Example 1b, 4-chloro-2-methylbenzyl cyanide (1.2 g, 7.2 mmol) was reacted with 3-chloro-2-fluorobenzaldehyde (1.38 g, 8.7 mmol), methanolic solution (25 wt %) of sodium methoxide (1.82 mL, 8 mmol) in methanol (50 mL) at 50° C. for 3 h to give (Z)-3-(3-chloro-2-fluoro-phenyl)-2-(4-chloro-3-methyl-phenyl)-acrylonitrile as a white solid (2.0 g, 91%). Reactants: BrCc1ccccc1, C1=C(C2=NNNCCCCCC2)CCCCCCCC1, COc1cccc(OC)c1CNC(=N)Nc1nc(C2CCCN2)cs1, CC#N. Product: COc1cccc(OC)c1CNC(=N)Nc1nc(C2CCCN2Cc2ccccc2)cs1. Reaction SMILES: [Br:26][CH2:27][c:28]1[cH:29][cH:30][cH:31][cH:32][cH:33]1.[C:34]1([C:35]2=[CH:44][CH2:43][CH2:42][CH2:41][CH2:40][CH2:39][CH2:38][CH2:37][CH2:36]2)=[N:53][NH:52][NH:51][CH2:50][CH2:49][CH2:48][CH2:47][CH2:46][CH2:45]1.[CH3:1][O:2][c:3]1[c:4]([CH2:5][NH:6][C:7](=[NH:8])[NH:9][c:10]2[s:11][cH:12][c:13]([CH:15]3[NH:16][CH2:17][CH2:18][CH2:19]3)[n:14]2)[c:20]([O:24][CH3:25])[cH:21][cH:22][cH:23]1.[CH3:54][C:55]#[N:56]>>[CH3:1][O:2][c:3]1[c:4]([CH2:5][NH:6][C:7](=[NH:8])[NH:9][c:10]2[s:11][cH:12][c:13]([CH:15]3[N:16]([CH2:27][c:28]4[cH:29][cH:30][cH:31][cH:32][cH:33]4)[CH2:17][CH2:18][CH2:19]3)[n:14]2)[c:20]([O:24][CH3:25])[cH:21][cH:22][cH:23]1. Starting materials: [BH4-], O=C(O)C(=O)O, CC#N, CO, [Na+], O=C(Cc1ccc(Br)cc1)NCCc1ccc2c(c1)OCO2, O, O, O=P(Cl)(Cl)Cl. Yields the product O=C(O)C(=O)O, Brc1ccc(CC2NCCc3cc4c(cc32)OCO4)cc1. Reaction SMILES: [BH4-:28].[C:32]([C:33](=[O:34])[OH:35])(=[O:36])[OH:37].[CH3:38][C:39]#[N:40].[CH3:41][OH:42].[Na+:29].[O:6]1[CH2:7][O:8][c:9]2[c:10]1[cH:11][cH:12][c:13]([CH2:15][CH2:16][NH:17][C:18]([CH2:19][c:20]1[cH:21][cH:22][c:23]([Br:26])[cH:24][cH:25]1)=[O:27])[cH:14]2.[OH2:30].[OH2:31].[P:1]([Cl:2])([Cl:3])([Cl:4])=[O:5]>>[C:32]([C:33](=[O:34])[OH:35])(=[O:36])[OH:37].[O:6]1[CH2:7][O:8][c:9]2[c:10]1[cH:11][c:12]1[c:13]([cH:14]2)[CH2:15][CH2:16][NH:17][CH:18]1[CH2:19][c:20]1[cH:21][cH:22][c:23]([Br:26])[cH:24][cH:25]1. Reactants: O=C([O-])[O-], CCI, CCOC(C)=O, CN(C)C=O, O=[N+]([O-])c1ccc(O)c(I)c1, [K+], [K+]. Yields the product CCOc1ccc([N+](=O)[O-])cc1I. Reaction SMILES: [C:15](=[O:16])([O-:17])[O-:18].[CH2:12]([CH3:13])[I:14].[CH3:21][CH2:22][O:23][C:24](=[O:25])[CH3:26].[CH3:27][N:28]([CH3:29])[CH:30]=[O:31].[I:1][c:2]1[c:3]([OH:11])[cH:4][cH:5][c:6]([N+:8](=[O:9])[O-:10])[cH:7]1.[K+:19].[K+:20]>>[I:1][c:2]1[c:3]([O:11][CH2:12][CH3:13])[cH:4][cH:5][c:6]([N+:8](=[O:9])[O-:10])[cH:7]1. Reactants: CC(=O)O, O=C(O)c1cccc(-c2cc(Cl)ccc2O)n1, O, O=[N+]([O-])O. Product: O=C(O)c1cccc(-c2cc(Cl)cc([N+](=O)[O-])c2O)n1. As a reaction SMILES: [CH3:22][C:23](=[O:24])[OH:25].[Cl:1][c:2]1[cH:3][cH:4][c:5]([OH:17])[c:6](-[c:8]2[cH:9][cH:10][cH:11][c:12]([C:14](=[O:15])[OH:16])[n:13]2)[cH:7]1.[OH2:26].[OH:18][N+:19]([O-:20])=[O:21]>>[Cl:1][c:2]1[cH:3][c:4]([N+:19](=[O:18])[O-:20])[c:5]([OH:17])[c:6](-[c:8]2[cH:9][cH:10][cH:11][c:12]([C:14](=[O:15])[OH:16])[n:13]2)[cH:7]1. The reactants are C1(CCC(=O)O1)=O (succinic anhydride), C(C)C1(C(C=C(C=C1)Cl)C)C(C(=O)[O-])C (1-ethyl-4-chloro-2-methylphenylpropionate), [Cl-].[Al+3].[Cl-].[Cl-] (Aluminum chloride), Cl (HCl). Solvent: C(Cl)Cl (CH2Cl2). Run at time 24 hour. The product is ClC1=C(C=C(C(=C1)C)CCC(=O)OCC)C(CCC(=O)O)=O (4-(2-Chloro-4-methyl-5'-ethoxycarbonylethyl-phenyl)-4-oxobutyric acid). Yield: 166.9%. Reaction SMILES: [Cl-].[Al+3].[Cl-].[Cl-].[C:5]1(=[O:11])[O:10][C:8](=[O:9])[CH2:7][CH2:6]1.C([C:14]1([CH:22]([CH3:26])C([O-])=O)[CH:19]=[CH:18][C:17]([Cl:20])=[CH:16][CH:15]1[CH3:21])C.Cl>C(Cl)Cl>[Cl:20][C:17]1[CH:16]=[C:15]([CH3:21])[C:14]([CH2:22][CH2:26][C:8]([O:10][CH2:5][CH3:6])=[O:9])=[CH:19][C:18]=1[C:8](=[O:9])[CH2:7][CH2:6][C:5]([OH:10])=[O:11] |f:0.1.2.3|. Reported procedure: Aluminum chloride (5.87 g; 0.044 mole) was added portionwise (5 minutes) to a mixture of succinic anhydride (1.1 g; 0.011 mole) and 1-ethyl-4-chloro-2-methylphenylpropionate (2.27 g; 0.01 mole) in CH2Cl2 (20 ml) with cooling (ice bath). The reaction mixture was stirred at room temperature for 24 hours, poured into ice and 10 ml concentrated HCl and extracted with ether. The ether solution was dried and evaporated to give a yellow brown oil, which was purified by flash column chromatography (sili...